describe an organic reaction: reactants, conditions, products, and yield From a dataset of the Open Reaction Database (ORD), a public repository of structured organic reaction records. The reactants are OC1=C(C=CC(=C1)OCCO)C1=NC(=NC(=N1)C1=C(C=C(C=C1)C)C)C1=C(C=C(C=C1)C)C (2-(2-hydroxy-4-hydroxyethoxy-phenyl)-4,6-bis(2,4-dimethylphenyl)-1,3,5-triazine), C(C=C)(=O)Cl (acrylic acid chloride), ammonium salt, triethylamnine. Solvent: C1CCOC1 (THF), O1CCCC1 (tetrahydrofurane). Reaction conditions: temperature 27.5 celsius. Product: OC1=C(C=CC(=C1)OCCOC(C=C)=O)C1=NC(=NC(=N1)C1=C(C=C(C=C1)C)C)C1=C(C=C(C=C1)C)C (2-(2-hydroxy-4-acryloyloxyethoxy-phenyl)-4,6-bis(2,4-dimethylphenyl)-1,3,5-triazine). The yield is 88.8%. Reaction SMILES: [OH:1][C:2]1[CH:7]=[C:6]([O:8][CH2:9][CH2:10][OH:11])[CH:5]=[CH:4][C:3]=1[C:12]1[N:17]=[C:16]([C:18]2[CH:23]=[CH:22][C:21]([CH3:24])=[CH:20][C:19]=2[CH3:25])[N:15]=[C:14]([C:26]2[CH:31]=[CH:30][C:29]([CH3:32])=[CH:28][C:27]=2[CH3:33])[N:13]=1.[C:34](Cl)(=[O:37])[CH:35]=[CH2:36]>O1CCCC1>[OH:1][C:2]1[CH:7]=[C:6]([O:8][CH2:9][CH2:10][O:11][C:34](=[O:37])[CH:35]=[CH2:36])[CH:5]=[CH:4][C:3]=1[C:12]1[N:13]=[C:14]([C:26]2[CH:31]=[CH:30][C:29]([CH3:32])=[CH:28][C:27]=2[CH3:33])[N:15]=[C:16]([C:18]2[CH:23]=[CH:22][C:21]([CH3:24])=[CH:20][C:19]=2[CH3:25])[N:17]=1. Procedure: 22.1 g (0.05 mol) of 2-(2-hydroxy-4-hydroxyethoxy-phenyl)-4,6-bis(2,4-dimethylphenyl)-1,3,5-triazine (prepared as described in U.S. Pat. No. 3,244,708, Example 18), are dissolved in 300 ml of tetrahydrofurane at 40° C. and 21 ml (0.15 mol) of triethylamnine are added. A solution of 5.05 ml (0.053 mol) of acrylic acid chloride in 20 ml THF is added dropwise with stirring and with cooling the reaction mixture to 25-30° C. After further stirring of two hours the precipitated ammonium salt is filter...